Dataset: the Open Reaction Database (ORD), a public repository of structured organic reaction records. Task: describe an organic reaction: reactants, conditions, products, and yield Starting materials: C(=O)(O)CC[C@@H]1OC2=C(NC1=O)C=C(C=C2)C[C@@H](C(=O)OCC)NC(=O)OCC(C)(C)C (Ethyl (2S)-3-[(2S)-2-(2-carboxyethyl)-3-oxo-3,4-d i hydro-2H-benzo-[1,4]oxazin-6-yl]-2-(2,2-dimethylpropoxycarbonylamino)propionate), NC=1NC=CN1 (2-aminoimidazole), CN(C)C(=[N+](C)C)ON1C2=C(C=CC=C2)N=N1.[B-](F)(F)(F)F (TBTU), C=1C=CC2=C(C1)N=NN2O (HOBt), C([O-])([O-])=O.[K+].[K+] (potassium carbonate). The solvent is CN(C)C=O (DMF). Product: CC(COC(=O)N[C@H](C(=O)OCC)CC=1C=CC2=C(NC([C@@H](O2)CCC(NC=2NC=CN2)=O)=O)C1)(C)C (Ethyl 2-(S)-(2,2-dimethylpropoxycarbonylamino)-3-{3-oxo-2-(S)-[2-(1H-imidazol-2-ylcarbamoyl)ethyl]-3,4-dihydro-2H-benzo[1,4]oxazin-6-yl}-propionate). Reaction SMILES: [C:1]([CH2:4][CH2:5][C@H:6]1[C:11](=[O:12])[NH:10][C:9]2[CH:13]=[C:14]([CH2:17][C@H:18]([NH:24][C:25]([O:27][CH2:28][C:29]([CH3:32])([CH3:31])[CH3:30])=[O:26])[C:19]([O:21][CH2:22][CH3:23])=[O:20])[CH:15]=[CH:16][C:8]=2[O:7]1)(O)=[O:2].[NH2:33][C:34]1[NH:35][CH:36]=[CH:37][N:38]=1.CN(C(ON1N=NC2C=CC=CC1=2)=[N+](C)C)C.[B-](F)(F)(F)F.C1C=CC2N(O)N=NC=2C=1.C(=O)([O-])[O-].[K+].[K+]>CN(C=O)C>[CH3:32][C:29]([CH3:30])([CH3:31])[CH2:28][O:27][C:25]([NH:24][C@@H:18]([CH2:17][C:14]1[CH:15]=[CH:16][C:8]2[O:7][C@@H:6]([CH2:5][CH2:4][C:1](=[O:2])[NH:33][C:34]3[NH:35][CH:36]=[CH:37][N:38]=3)[C:11](=[O:12])[NH:10][C:9]=2[CH:13]=1)[C:19]([O:21][CH2:22][CH3:23])=[O:20])=[O:26] |f:2.3,5.6.7|. Reported procedure: 3.2 g of 14 are reacted with 1.88 g of 2-aminoimidazole, 2.96 g of TBTU, 0.29 g of HOBt and 2.95 g of potassium carbonate in 40 ml of DMF analogously to the preparation of 5. Conventional work-up gives 15.